This data is from the Open Reaction Database (ORD), a public repository of structured organic reaction records. The task is: describe an organic reaction: reactants, conditions, products, and yield Reactants: CS(=O)(=O)NCC=1C=C(C=C(C(=O)OCC)C1)C(=O)OCC (diethyl 5-(methylsulfonamidomethyl)isophthalate), [OH-].[Na+] (NaOH). Solvent: C1CCOC1 (THF), CO (MeOH), O (H2O). Run at time 50 hour. The product is COC(=O)C=1C=C(C(=O)O)C=C(C1)CNS(=O)(=O)C (3-(methoxycarbonyl)-5-(methylsulfonamidomethyl)benzoic acid). RXN SMILES: [CH3:1][S:2]([NH:5][CH2:6][C:7]1[CH:8]=[C:9]([C:18]([O:20][CH2:21]C)=[O:19])[CH:10]=[C:11]([CH:17]=1)[C:12]([O:14]CC)=[O:13])(=[O:4])=[O:3].[OH-].[Na+]>C1COCC1.CO.O>[CH3:21][O:20][C:18]([C:9]1[CH:10]=[C:11]([CH:17]=[C:7]([CH2:6][NH:5][S:2]([CH3:1])(=[O:4])=[O:3])[CH:8]=1)[C:12]([OH:14])=[O:13])=[O:19] |f:1.2|. Procedure details: To a solution of 901 mg (2.73 mmol) of diethyl 5-(methylsulfonamidomethyl)isophthalate in 10 mL of THF and 10 mL of MeOH was added 115 mg of NaOH in 2.7 mL of H2O. After the solution was stirred at r.t. for 50 h, the solution was concentrated, and H2O and CHCl3 were added. The aqueous layer was acidified to pH=1-2 with 1N HCl and extracted with the extract of (40 mL of CHCl3: 5 mL of MeOH, and 5 mL of H2O) several times. The combined extracts were dried over Na2SO4, filtered, and concentrated to...